Dataset: the Open Reaction Database (ORD), a public repository of structured organic reaction records. Task: describe an organic reaction: reactants, conditions, products, and yield Starting materials: CN1CC(CC(C1)C)(C1=CC=CC=C1)N ((3RS,5SR)-1,5-Dimethyl-3-phenyl-piperidin-3-ylamine), C(C)C1=C(C(=O)O)C=CC(=C1)C(F)(F)F (2-Ethyl-4-trifluoromethyl-benzoic acid). Yields the product CN1CC(CC(C1)C)(C1=CC=CC=C1)NC(C1=C(C=C(C=C1)C(F)(F)F)CC)=O (N-((3RS,5SR)-1,5-Dimethyl-3-phenyl-piperidin-3-yl)-2-ethyl-4-trifluoromethyl-benzamide). As a reaction SMILES: [CH3:1][N:2]1[CH2:7][CH:6]([CH3:8])[CH2:5][C:4]([NH2:15])([C:9]2[CH:14]=[CH:13][CH:12]=[CH:11][CH:10]=2)[CH2:3]1.[CH2:16]([C:18]1[CH:26]=[C:25]([C:27]([F:30])([F:29])[F:28])[CH:24]=[CH:23][C:19]=1[C:20](O)=[O:21])[CH3:17]>>[CH3:1][N:2]1[CH2:7][CH:6]([CH3:8])[CH2:5][C:4]([NH:15][C:20](=[O:21])[C:19]2[CH:23]=[CH:24][C:25]([C:27]([F:28])([F:29])[F:30])=[CH:26][C:18]=2[CH2:16][CH3:17])([C:9]2[CH:14]=[CH:13][CH:12]=[CH:11][CH:10]=2)[CH2:3]1. Procedure details: In analogy to the procedure described for the synthesis of example 1, the title compound was prepared from (3RS,5SR)-1,5-Dimethyl-3-phenyl-piperidin-3-ylamine (Example A.20) and 2-Ethyl-4-trifluoromethyl-benzoic acid (CAS: 854531-63-8). MS (m/e): 405.4 (M+H). Procedure: 4-Chloro-6,7-dimethoxyquinazoline (225 mg) was added to 3-(4-cyanobenzamido)aniline (261 mg) in isopropanol (8 ml). A 1M solution of hydrogen chloride in diethyl ether (1.0 ml) was added and the reaction mixture stirred and heated to 85° C. for 18 hours. After cooling to room temperature the precipitated solid was isolated and washed with isohexane and diethyl ether. The title compound was obtained as a solid (399 mg); NMR: 3.99 (s, 3H), 4.01 (s, 3H), 7.37 (s, 1H), 7.45 (m, 2H), 7.65 (m, 1H), 8.... As a reaction SMILES: [Cl:1][C:2]1[C:11]2[C:6](=[CH:7][C:8]([O:14][CH3:15])=[C:9]([O:12][CH3:13])[CH:10]=2)[N:5]=[CH:4][N:3]=1.[C:16]([C:18]1[CH:33]=[CH:32][C:21]([C:22]([NH:24][C:25]2[CH:26]=[C:27]([CH:29]=[CH:30][CH:31]=2)[NH2:28])=[O:23])=[CH:20][CH:19]=1)#[N:17].Cl>C(O)(C)C.C(OCC)C>[ClH:1].[C:16]([C:18]1[CH:19]=[CH:20][C:21]([C:22]([NH:24][C:25]2[CH:26]=[C:27]([CH:29]=[CH:30][CH:31]=2)[NH:28][C:2]2[C:11]3[C:6](=[CH:7][C:8]([O:14][CH3:15])=[C:9]([O:12][CH3:13])[CH:10]=3)[N:5]=[CH:4][N:3]=2)=[O:23])=[CH:32][CH:33]=1)#[N:17] |f:5.6|. The reactants are solution, Cl (hydrogen chloride), ClC1=NC=NC2=CC(=C(C=C12)OC)OC (4-Chloro-6,7-dimethoxyquinazoline), C(#N)C1=CC=C(C(=O)NC=2C=C(N)C=CC2)C=C1 (3-(4-cyanobenzamido)aniline). The solvent is C(C)OCC (diethyl ether), C(C)(C)O (isopropanol). Conditions: temperature 85 celsius. The product is Cl.C(#N)C1=CC=C(C(=O)NC=2C=C(NC3=NC=NC4=CC(=C(C=C34)OC)OC)C=CC2)C=C1 (4-[3-(4-Cyanobenzamido)anilino]-6,7-dimethoxyquinazoline hydrochloride), solid. Reactants: CO, [Na+], CC(C)(C)OC(=O)N1C(=O)OC(c2ccncc2)C1Cc1ccc(C(F)(F)F)cc1, [OH-], O. The product is CC(C)(C)OC(=O)NC(Cc1ccc(C(F)(F)F)cc1)C(O)c1ccncc1. As a reaction SMILES: [CH3:34][OH:35].[Na+:32].[O:1]=[C:2]1[O:3][CH:4]([c:25]2[cH:26][cH:27][n:28][cH:29][cH:30]2)[CH:5]([CH2:14][c:15]2[cH:16][cH:17][c:18]([C:21]([F:22])([F:23])[F:24])[cH:19][cH:20]2)[N:6]1[C:7](=[O:8])[O:9][C:10]([CH3:11])([CH3:12])[CH3:13].[OH-:31].[OH2:33]>>[OH:3][CH:4]([CH:5]([NH:6][C:7](=[O:8])[O:9][C:10]([CH3:11])([CH3:12])[CH3:13])[CH2:14][c:15]1[cH:16][cH:17][c:18]([C:21]([F:22])([F:23])[F:24])[cH:19][cH:20]1)[c:25]1[cH:26][cH:27][n:28][cH:29][cH:30]1.